Dataset: the Open Reaction Database (ORD), a public repository of structured organic reaction records. Task: describe an organic reaction: reactants, conditions, products, and yield Reactants: C(C1=CC=CC=C1)OC(CCCCCCCCCCBr)=O (11-bromoundecanoic acid benzyl ester), C(C)(=O)O[C@H]1C(O)O[C@@H]([C@H]([C@@H]1OC(C)=O)OC(C)=O)COC(C)=O (2,3,4,6-tetra-O-acetylglucopyranose), COC(C)(C)C (methyl-tert-butyl ether), C1CC2=NCCCN2C1 (DBN). The reagents and catalysts are [Cl-].C[N+](C)(C)C (tetramethylammonium chloride). Run in C1=CC=CC=C1 (benzene), C1=CC=CC=C1 (benzene). Reaction conditions: temperature 0 celsius. The product is C(C)(=O)O[C@H]1C(OCCCCCCCCCCC(=O)O)O[C@@H]([C@H]([C@@H]1OC(C)=O)OC(C)=O)COC(C)=O (2,3,4,6-Tetra-O-acetyl-1-O-(10-carboxydecyl)-glucopyranose). Reaction SMILES: [C:1]([O:4][C@@H:5]1[C@@H:11]([O:12][C:13](=[O:15])[CH3:14])[C@H:10]([O:16][C:17](=[O:19])[CH3:18])[C@@H:9]([CH2:20][O:21][C:22](=[O:24])[CH3:23])[O:8][CH:6]1[OH:7])(=[O:3])[CH3:2].C1CN2C(=NCCC2)C1.C([O:41][C:42](=[O:54])[CH2:43][CH2:44][CH2:45][CH2:46][CH2:47][CH2:48][CH2:49][CH2:50][CH2:51][CH2:52]Br)C1C=CC=CC=1.COC(C)(C)C>[Cl-].C[N+](C)(C)C.C1C=CC=CC=1>[C:1]([O:4][C@@H:5]1[C@@H:11]([O:12][C:13](=[O:15])[CH3:14])[C@H:10]([O:16][C:17](=[O:19])[CH3:18])[C@@H:9]([CH2:20][O:21][C:22](=[O:24])[CH3:23])[O:8][CH:6]1[O:7][CH2:52][CH2:51][CH2:50][CH2:49][CH2:48][CH2:47][CH2:46][CH2:45][CH2:44][CH2:43][C:42]([OH:54])=[O:41])(=[O:3])[CH3:2] |f:4.5|. Procedure: A mixture that consists of 34.83 g (100 mmol) of 2,3,4,6-tetra-O-acetylglucopyranose, 0.55 g (5 mmol) of tetramethylammonium chloride and 12.42 g (100 mmol) of DBN in 350 ml of benzene is cooled to 0° C. At 0° C., 53.30 g (150 mmol) of 11-bromoundecanoic acid benzyl ester, dissolved in 50 ml of benzene, is added in drops over 30 minutes while being stirred vigorously. It is stirred for two hours at 20° C. 250 ml of methyl-tert-butyl ether is added, solid is filtered out, and the filtrate is evap...